describe an organic reaction: reactants, conditions, products, and yield From a dataset of the Open Reaction Database (ORD), a public repository of structured organic reaction records. Run in ClCCl (dichloromethane). Yields the product NC1=C(C(=O)OC)C=C(C=C1)C(=O)C1=NC(=C2N1C=CC=C2)Br (Methyl 2-amino-5-[(1-bromoimidazo[1,5-a]pyridin-3-yl)carbonyl]benzoate). Procedure: 0.42 g (2.4 mmol) of N-bromosuccinimide is added, under a nitrogen atmosphere at ambient temperature, to a solution of 0.67 g (2.4 mmol) of methyl 2-amino-5-(imidazo[1,5-a]pyridin-3-ylcarbonyl)benzoate in 20 ml of dichloromethane. After stirring for 2 h 30, water is added. The precipitate formed is filtered off, rinsed with water, and dried overnight at 40° C. under reduced pressure. 0.77 g of a yellow solid is obtained. Yield: 85.7%. RXN SMILES: [Br:1]N1C(=O)CCC1=O.[NH2:9][C:10]1[CH:19]=[CH:18][C:17]([C:20]([C:22]2[N:26]3[CH:27]=[CH:28][CH:29]=[CH:30][C:25]3=[CH:24][N:23]=2)=[O:21])=[CH:16][C:11]=1[C:12]([O:14][CH3:15])=[O:13].O>ClCCl>[NH2:9][C:10]1[CH:19]=[CH:18][C:17]([C:20]([C:22]2[N:26]3[CH:27]=[CH:28][CH:29]=[CH:30][C:25]3=[C:24]([Br:1])[N:23]=2)=[O:21])=[CH:16][C:11]=1[C:12]([O:14][CH3:15])=[O:13]. The reactants are BrN1C(CCC1=O)=O (N-bromosuccinimide), NC1=C(C(=O)OC)C=C(C=C1)C(=O)C1=NC=C2N1C=CC=C2 (methyl 2-amino-5-(imidazo[1,5-a]pyridin-3-ylcarbonyl)benzoate), O (water). Reactants: amine, C(C)(C)NC1CCCCC1 (isopropylcyclohexylamine), CCCCCC (hexane), C(CCC)[Li] (n-butyllithium). Solvent: O1CCCC1 (THF), O1CCCC1 (tetrahydrofuran). Run at temperature -78 celsius. Yields the product C(C)(C)[N-]C1CCCCC1.[Li+] (lithium isopropylcyclohexylamide). Reaction SMILES: [CH:1]([NH:4][CH:5]1[CH2:10][CH2:9][CH2:8][CH2:7][CH2:6]1)([CH3:3])[CH3:2].CCCCCC.C([Li:21])CCC>O1CCCC1>[CH:1]([N-:4][CH:5]1[CH2:10][CH2:9][CH2:8][CH2:7][CH2:6]1)([CH3:3])[CH3:2].[Li+:21] |f:4.5|. Procedure details: A solution of 0.315 mL of freshly distilled isopropylcyclohexylamine in 2 mL of dry tetrahydrofuran (THF) was placed in a 25 mL flask. A second solution was prepared by dissolving 0.315 mL of the same amine in 1.5 mL of THF in a 5 mL flask. Both solutions were cooled to -78° C. while stirring under an inert atmosphere and treated with 1.2 mL of a 1.6 mL of a 1.6M hexane solution of n-butyllithium, dropwise from a syringe over 1.5 minutes in order to form lithium isopropylcyclohexylamide. To the ... Reactants: C(C)(C)(C)C(C(=O)O)=CC1=CC=CC=C1 (t-butylcinnamic acid), O1CCCC1 (tetrahydrofuran), C(C)O (ethanol), [H][H] (hydrogen). The reagents and catalysts are [Pd] (palladium on carbon). Conditions: time 8 hour. Product: C(C)(C)(C)C1=CC=C(C=C1)CCC(=O)O (3-(4-t-butylphenyl)propionic acid). As a reaction SMILES: C([C:5](=[CH:9][C:10]1[CH:15]=[CH:14][CH:13]=[CH:12][CH:11]=1)[C:6]([OH:8])=[O:7])(C)(C)C.O1[CH2:20][CH2:19][CH2:18]C1.[H][H].[CH2:23](O)C>[Pd]>[C:19]([C:13]1[CH:12]=[CH:11][C:10]([CH2:9][CH2:5][C:6]([OH:8])=[O:7])=[CH:15][CH:14]=1)([CH3:18])([CH3:20])[CH3:23]. Reported procedure: A 3 L autoclave was charged with wet t-butylcinnamic acid (248 g, 1.21 mol), tetrahydrofuran (1 L), and ethanol (1 L) and palladium on carbon (35 g). The reactor was shut and 90 psi of hydrogen pressure applied and the reactor held at room temperature overnight. The reaction was then transferred to a round bottom flask and concentrated to 200 mL. The formed crystals were decanted and washed with hexane to give 3-(4-t-butylphenyl)propionic acid (52.9 g after vacuum drying). A second crop from the... The reactants are CC(C)CC(C(=O)NN(Cc1ccccc1)C(=O)CCCNC(=O)OCc1ccccc1)C(CCCC1CCCCC1)C(=O)NOC1CCCCO1, CO, [H][H]. Yields the product CC(C)CC(C(=O)NN(Cc1ccccc1)C(=O)CCCN)C(CCCC1CCCCC1)C(=O)NOC1CCCCO1. RXN SMILES: [CH2:1]([c:2]1[cH:3][cH:4][cH:5][cH:6][cH:7]1)[N:8]([NH:9][C:10]([CH:11]([CH2:12][CH:13]([CH3:14])[CH3:15])[CH:16]([CH2:17][CH2:18][CH2:19][CH:20]1[CH2:21][CH2:22][CH2:23][CH2:24][CH2:25]1)[C:26]([NH:27][O:28][CH:29]1[O:30][CH2:31][CH2:32][CH2:33][CH2:34]1)=[O:35])=[O:36])[C:37]([CH2:38][CH2:39][CH2:40][NH:41][C:42]([O:43][CH2:44][c:45]1[cH:46][cH:47][cH:48][cH:49][cH:50]1)=[O:51])=[O:52].[CH3:55][OH:56].[H:53][H:54]>>[CH2:1]([c:2]1[cH:3][cH:4][cH:5][cH:6][cH:7]1)[N:8]([NH:9][C:10]([CH:11]([CH2:12][CH:13]([CH3:14])[CH3:15])[CH:16]([CH2:17][CH2:18][CH2:19][CH:20]1[CH2:21][CH2:22][CH2:23][CH2:24][CH2:25]1)[C:26]([NH:27][O:28][CH:29]1[O:30][CH2:31][CH2:32][CH2:33][CH2:34]1)=[O:35])=[O:36])[C:37]([CH2:38][CH2:39][CH2:40][NH2:41])=[O:52]. Reported procedure: 220 mg of 2-[4-(3-chloro-1-thiapropyl)-phenyl]-7-hydroxy-3-(4-hydroxyphenyl)-4-(trifluoromethyl)-2H-1-benzopyran in 2 ml of piperidine is mixed with 42.7 mg of potassium iodide and stirred for 6 hours at 100° C. After cooling, it is poured into water and shaken out three times with ethyl acetate. The combined organic phases are washed twice with water, dried on magnesium sulfate and concentrated by evaporation in a rotary evaporator. The purification of the product is carried out on silica gel w... The product is CS(=O)C1=CC=C(C=O)C=C1 (4-(Methylsulfinyl)-benzaldehyde). Conditions: temperature 100 celsius, time 6 hour. Solvent: N1CCCCC1 (piperidine). Reaction SMILES: ClC[CH2:3][S:4][C:5]1[CH:10]=[CH:9][C:8]([CH:11]2C(C3C=CC(O)=CC=3)=C(C(F)(F)F)C3C=CC(O)=CC=3[O:12]2)=[CH:7][CH:6]=1.[I-].[K+].O.C(OCC)(=[O:38])C>N1CCCCC1>[CH3:3][S:4]([C:5]1[CH:10]=[CH:9][C:8]([CH:11]=[O:12])=[CH:7][CH:6]=1)=[O:38] |f:1.2|. The reactants are ClCCSC1=CC=C(C=C1)C1OC2=C(C(=C1C1=CC=C(C=C1)O)C(F)(F)F)C=CC(=C2)O (2-[4-(3-chloro-1-thiapropyl)-phenyl]-7-hydroxy-3-(4-hydroxyphenyl)-4-(trifluoromethyl)-2H-1-benzopyran), [I-].[K+] (potassium iodide), C(C)(=O)OCC (ethyl acetate), O (water).